Dataset: the Open Reaction Database (ORD), a public repository of structured organic reaction records. Task: describe an organic reaction: reactants, conditions, products, and yield Starting materials: ClCCl, CC(C)(C)OC(=O)c1ccc(C=CC(F)(F)F)cc1F, O=C(O)C(F)(F)F. As a reaction SMILES: [Cl:21][CH2:22][Cl:23].[F:1][c:2]1[c:3]([C:4](=[O:5])[O:6][C:7]([CH3:8])([CH3:9])[CH3:10])[cH:11][cH:12][c:13]([CH:15]=[CH:16][C:17]([F:18])([F:19])[F:20])[cH:14]1.[F:24][C:25]([F:26])([F:27])[C:28]([OH:29])=[O:30]>>[F:1][c:2]1[c:3]([C:4](=[O:5])[OH:6])[cH:11][cH:12][c:13]([CH:15]=[CH:16][C:17]([F:18])([F:19])[F:20])[cH:14]1. Yields the product O=C(O)c1ccc(C=CC(F)(F)F)cc1F. Reactants: C([O-])([O-])=O.[K+].[K+] (Potassium carbonate), FC1=CC(=C(C#N)C=C1)C(F)(F)F (4-fluoro-2-trifluoromethylbenzonitrile), N[C@@H]1CC[C@H](CC1)O (trans-4-aminocyclohexanol). The solvent is O (water), C(C)#N (acetonitrile). Reaction conditions: temperature 80 celsius. Product: OC1CCC(CC1)NC1=CC(=C(C#N)C=C1)C(F)(F)F (4-(4-hydroxy-cyclohexylamino)-2-trifluoromethyl-benzonitrile), solid. Yield: 80.0%. As a reaction SMILES: C(=O)([O-])[O-].[K+].[K+].F[C:8]1[CH:15]=[CH:14][C:11]([C:12]#[N:13])=[C:10]([C:16]([F:19])([F:18])[F:17])[CH:9]=1.[NH2:20][C@H:21]1[CH2:26][CH2:25][C@H:24]([OH:27])[CH2:23][CH2:22]1>O.C(#N)C>[OH:27][CH:24]1[CH2:25][CH2:26][CH:21]([NH:20][C:8]2[CH:15]=[CH:14][C:11]([C:12]#[N:13])=[C:10]([C:16]([F:19])([F:18])[F:17])[CH:9]=2)[CH2:22][CH2:23]1 |f:0.1.2|. Reported procedure: Potassium carbonate (304 mg, 2.2 mmol) is dissolved in a minimum amount of water and 4-fluoro-2-trifluoromethylbenzonitrile (378 mg, 2.0 mmol) and trans-4-aminocyclohexanol (460 mg, 4.0 mmol) dissolved in acetonitrile (10 mL) are added. The reaction is then heated at 80° C. for 3 days. After cooling to room temperature, the mixture is concentrated under reduced pressure, is taken up in ethyl acetate (15 mL) and washed with saturated aqueous ammonium chloride (2×10 mL) followed by water (10 mL). ... Starting materials: CO, CCC(=O)N(c1ccc(Cl)cc1)C1CC(C)N(C(=O)c2ccc(OCCC(C)(C)C(=O)OC)cc2)c2ccccc21, [Na+], C1CCOC1, [OH-], O. Product: CCC(=O)N(c1ccc(Cl)cc1)C1CC(C)N(C(=O)c2ccc(OCCC(C)(C)C(=O)O)cc2)c2ccccc21. Reaction SMILES: [CH3:50][OH:51].[Cl:1][c:2]1[cH:3][cH:4][c:5]([N:8]([CH:9]2[CH2:10][CH:11]([CH3:37])[N:12]([C:19](=[O:20])[c:21]3[cH:22][cH:23][c:24]([O:25][CH2:26][CH2:27][C:28]([C:29](=[O:30])[O:31][CH3:32])([CH3:33])[CH3:34])[cH:35][cH:36]3)[c:13]3[cH:14][cH:15][cH:16][cH:17][c:18]32)[C:38]([CH2:39][CH3:40])=[O:41])[cH:6][cH:7]1.[Na+:43].[O:45]1[CH2:46][CH2:47][CH2:48][CH2:49]1.[OH-:42].[OH2:44]>>[Cl:1][c:2]1[cH:3][cH:4][c:5]([N:8]([CH:9]2[CH2:10][CH:11]([CH3:37])[N:12]([C:19](=[O:20])[c:21]3[cH:22][cH:23][c:24]([O:25][CH2:26][CH2:27][C:28]([C:29](=[O:30])[OH:31])([CH3:33])[CH3:34])[cH:35][cH:36]3)[c:13]3[cH:14][cH:15][cH:16][cH:17][c:18]32)[C:38]([CH2:39][CH3:40])=[O:41])[cH:6][cH:7]1. Starting materials: OC(c1ccccc1)(c1ccc(Cl)cc1)c1nccn1COCc1ccccc1, CC(=O)O, Cl, O. Yields the product OC(c1ccccc1)(c1ccc(Cl)cc1)c1ncc[nH]1. RXN SMILES: [CH2:1]([O:2][CH2:3][n:10]1[c:11]([C:15]([OH:16])([c:17]2[cH:18][cH:19][cH:20][cH:21][cH:22]2)[c:23]2[cH:24][cH:25][c:26]([Cl:29])[cH:27][cH:28]2)[n:12][cH:13][cH:14]1)[c:4]1[cH:5][cH:6][cH:7][cH:8][cH:9]1.[CH3:30][C:31](=[O:32])[OH:33].[ClH:34].[OH2:35]>>[n:10]1[c:11]([C:15]([OH:16])([c:17]2[cH:18][cH:19][cH:20][cH:21][cH:22]2)[c:23]2[cH:24][cH:25][c:26]([Cl:29])[cH:27][cH:28]2)[nH:12][cH:13][cH:14]1. The reactants are CC(C)([O-])C.[K+] (potassium t-butoxide), COC1=C(C2=CC=CC=C2C=C1)C=O (2-methoxy-1-naphthaldehyde), O1CCCC1 (tetrahydrofuran), [Cl-].COC[P+](C1=CC=CC=C1)(C1=CC=CC=C1)C1=CC=CC=C1 ((methoxymethyl)triphenylphosphonium chloride). Solvent: C(C)(=O)OCC (ethyl acetate). Reaction conditions: time 5 minute. The product is COC1=C(C2=CC=CC=C2C=C1)C=COC (2-methoxy-1-(2-methoxyvinyl)naphthalene). As a reaction SMILES: CC(C)([O-])C.[K+].[O:7]1[CH2:11]CC[CH2:8]1.[Cl-].COC[P+](C1C=CC=CC=1)(C1C=CC=CC=1)C1C=CC=CC=1.[CH3:35][O:36][C:37]1[CH:46]=[CH:45][C:44]2[C:39](=[CH:40][CH:41]=[CH:42][CH:43]=2)[C:38]=1[CH:47]=O>C(OCC)(=O)C>[CH3:35][O:36][C:37]1[CH:46]=[CH:45][C:44]2[C:39](=[CH:40][CH:41]=[CH:42][CH:43]=2)[C:38]=1[CH:47]=[CH:8][O:7][CH3:11] |f:0.1,3.4|. Procedure: While cooling on ice, 0.61 g of potassium t-butoxide was added to 20 ml of a tetrahydrofuran suspension containing 2.28 g of (methoxymethyl)triphenylphosphonium chloride under nitrogen atmosphere. The obtained mixture was stirred for 5 minutes. Thereafter, 600 mg of 2-methoxy-1-naphthaldehyde was added to the reaction solution while cooling on ice. The obtained mixture was stirred at the same temperature for 20 minutes. The reaction solution was diluted with ethyl acetate, and then washed with w... Product: O=C1C(=CN=C2N1C1=CC=CC=C1C=C2)C#N (1-oxo-1H-pyrimido[1,2-a]quinoline-2-carbonitrile). Procedure details: Antaki, J. Am. Chem. Soc., 80, 3066-9 (1958), reports the condensation of 2-aminoquinoline and ethylethoxymethylenecyanoacetate to give ethyl 2-quinolyaminomethylenecyanoacetate which when distilled under reduced pressure afforded 1-oxo-1H-pyrimido[1,2-a]quinoline-2-carbonitrile. The compound demonstrated antischistosomal action. Reactants: NC1=NC2=CC=CC=C2C=C1 (2-aminoquinoline), C(C)OC(C(C#N)=COCC)=O (ethylethoxymethylenecyanoacetate). As a reaction SMILES: [NH2:1][C:2]1[CH:11]=[CH:10][C:9]2[C:4](=[CH:5][CH:6]=[CH:7][CH:8]=2)[N:3]=1.C([O:14][C:15](=O)[C:16](=[CH:19]OCC)[C:17]#[N:18])C>>[O:14]=[C:15]1[N:3]2[C:4]3[C:9]([CH:10]=[CH:11][C:2]2=[N:1][CH:19]=[C:16]1[C:17]#[N:18])=[CH:8][CH:7]=[CH:6][CH:5]=3.